Dataset: the Open Reaction Database (ORD), a public repository of structured organic reaction records. Task: describe an organic reaction: reactants, conditions, products, and yield Starting materials: CO, ClC(Cl)Cl, CCCc1nc(N)cc(Cl)n1, [Na], O. The product is CCCc1nc(N)cc(OC)n1. RXN SMILES: [CH3:1][OH:2].[CH:16]([Cl:17])([Cl:18])[Cl:19].[NH2:4][c:5]1[n:6][c:7]([CH2:12][CH2:13][CH3:14])[n:8][c:9]([Cl:11])[cH:10]1.[Na:3].[OH2:15]>>[CH3:1][O:2][c:9]1[n:8][c:7]([CH2:12][CH2:13][CH3:14])[n:6][c:5]([NH2:4])[cH:10]1. Reactants: C, Cc1cccc2c(=O)[nH]c(C3CCN(Cc4ccccc4)C3)cc12, CCO, [Pd]. Yields the product Cc1cccc2c(=O)[nH]c(C3CCNC3)cc12. RXN SMILES: [C:25].[CH2:1]([c:2]1[cH:3][cH:4][cH:5][cH:6][cH:7]1)[N:8]1[CH2:9][CH:10]([c:13]2[nH:14][c:15](=[O:24])[c:16]3[cH:17][cH:18][cH:19][c:20]([CH3:23])[c:21]3[cH:22]2)[CH2:11][CH2:12]1.[CH3:27][CH2:28][OH:29].[Pd:26]>>[NH:8]1[CH2:9][CH:10]([c:13]2[nH:14][c:15](=[O:24])[c:16]3[cH:17][cH:18][cH:19][c:20]([CH3:23])[c:21]3[cH:22]2)[CH2:11][CH2:12]1. The reactants are COc1cc(Br)cnc1[N+](=O)[O-], C=CC(=O)OCC, CC(C)(C)P(c1ccccc1-c1ccccc1)C(C)(C)C, CC(=O)[O-], CC(=O)[O-], CCOC(C)=O, [Cl-], [NH4+], CN(C)C=O, [Pd+2]. Product: CCOC(=O)C=Cc1cnc([N+](=O)[O-])c(OC)c1. Reaction SMILES: [Br:1][c:2]1[cH:3][c:4]([O:11][CH3:12])[c:5]([N+:8](=[O:9])[O-:10])[n:6][cH:7]1.[C:13]([CH:14]=[CH2:15])(=[O:16])[O:17][CH2:18][CH3:19].[C:20]([P:21]([C:22]([CH3:23])([CH3:24])[CH3:25])[c:26]1[cH:27][cH:28][cH:29][cH:30][c:31]1-[c:32]1[cH:33][cH:34][cH:35][cH:36][cH:37]1)([CH3:38])([CH3:39])[CH3:40].[C:43]([O-:44])(=[O:45])[CH3:46].[C:48]([O-:49])(=[O:50])[CH3:51].[CH3:52][CH2:53][O:54][C:55](=[O:56])[CH3:57].[Cl-:41].[NH4+:42].[O:58]=[CH:59][N:60]([CH3:61])[CH3:62].[Pd+2:47]>>[c:2]1([CH:15]=[CH:14][C:13](=[O:16])[O:17][CH2:18][CH3:19])[cH:3][c:4]([O:11][CH3:12])[c:5]([N+:8](=[O:9])[O-:10])[n:6][cH:7]1. Starting materials: C(C=C)C1(C=2C(=C(C=CC2CC2N1CCC1=CC3=C(C=C21)OCO3)OC)OC)CC=C (8,8-diallyl-9,10-dimethoxy-5,8,13,13a-tetrahydro-6H-[1,3]dioxolo[4,5-g]isoquino[3,2-a]isoquinoline). The reagents and catalysts are Cl[Ru](Cl)([P](C1CCCCC1)(C2CCCCC2)C3CCCCC3)([P](C4CCCCC4)(C5CCCCC5)C6CCCCC6)=CC7=CC=CC=C7 (Grubbs' catalyst). Solvent: ClCCl (dichloromethane). Run at temperature 58 celsius. Product: COC1=C(C=CC=2CC3N(CCC4=CC5=C(C=C34)OCO5)C5(C12)CC=CC5)OC (9′,10′-dimethoxy-5′,6′,13′,13a′-tetrahydrospiro[cyclopent-3-ene-1,8′-[1,3]dioxolo[4,5-g]isoquino[3,2-a]isoquinoline]). Isolated yield 4.0%. RXN SMILES: [CH2:1]([C:4]1([CH2:29][CH:30]=[CH2:31])[N:13]2[CH2:14][CH2:15][C:16]3[C:21]([CH:12]2[CH2:11][C:10]2[CH:9]=[CH:8][C:7]([O:25][CH3:26])=[C:6]([O:27][CH3:28])[C:5]1=2)=[CH:20][C:19]1[O:22][CH2:23][O:24][C:18]=1[CH:17]=3)C=C>ClCCl.Cl[Ru](=CC1C=CC=CC=1)([P](C1CCCCC1)(C1CCCCC1)C1CCCCC1)([P](C1CCCCC1)(C1CCCCC1)C1CCCCC1)Cl>[CH3:28][O:27][C:6]1[C:5]2[C:4]3([CH2:1][CH:31]=[CH:30][CH2:29]3)[N:13]3[CH2:14][CH2:15][C:16]4[C:21]([CH:12]3[CH2:11][C:10]=2[CH:9]=[CH:8][C:7]=1[O:25][CH3:26])=[CH:20][C:19]1[O:22][CH2:23][O:24][C:18]=1[CH:17]=4 |^1:43,62|. Procedure details: To a solution of 8,8-diallyl-9,10-dimethoxy-5,8,13,13a-tetrahydro-6H-[1,3]dioxolo[4,5-g]isoquino[3,2-a]isoquinoline (68 mg, 0.16 mmol) in dry dichloromethane (50 mL) was added Grubbs' catalyst I (32 mg, 0.04 mmol) under nitrogen. The mixture was heated to reflux for 72 h at 58° C. The reaction mixture was cooled and concentrated in vacuo. Purification by Waters Automated Flash System (column: Xterra 30 mm×100 mm, sample manager 2767, pump 2525, detector: ZQ mass and UV 2487, solvent system: acet... Starting materials: FC(C(=O)O)(F)F (Trifluoroacetic acid), C(C)(C)(C)OC(=O)NC=1C=C(C(=O)NNC(=O)C=2OC=C(C2C2=CC=CC=C2)C2=CC=CC=C2)C=CC1OC (3,4-diphenyl-2-furancarboxylic acid 2-[3-(tert-butoxycarbonylamino)-4-methoxybenzoyl]hydrazide), ClCCl (dichloromethane). Run in C(Cl)(Cl)Cl (chloroform), [OH-].[Na+] (sodium hydroxide). Conditions: time 8 hour. Product: NC=1C=C(C(=O)NNC(=O)C=2OC=C(C2C2=CC=CC=C2)C2=CC=CC=C2)C=CC1OC (3,4-diphenyl-2-furancarboxylic acid 2-(3-amino-4-methoxybenzoyl)hydrazide). Isolated yield 98.8%. RXN SMILES: FC(F)(F)C(O)=O.C(OC([NH:15][C:16]1[CH:17]=[C:18]([CH:42]=[CH:43][C:44]=1[O:45][CH3:46])[C:19]([NH:21][NH:22][C:23]([C:25]1[O:26][CH:27]=[C:28]([C:36]2[CH:41]=[CH:40][CH:39]=[CH:38][CH:37]=2)[C:29]=1[C:30]1[CH:35]=[CH:34][CH:33]=[CH:32][CH:31]=1)=[O:24])=[O:20])=O)(C)(C)C.ClCCl>C(Cl)(Cl)Cl.[OH-].[Na+]>[NH2:15][C:16]1[CH:17]=[C:18]([CH:42]=[CH:43][C:44]=1[O:45][CH3:46])[C:19]([NH:21][NH:22][C:23]([C:25]1[O:26][CH:27]=[C:28]([C:36]2[CH:37]=[CH:38][CH:39]=[CH:40][CH:41]=2)[C:29]=1[C:30]1[CH:31]=[CH:32][CH:33]=[CH:34][CH:35]=1)=[O:24])=[O:20] |f:4.5|. Procedure details: Trifluoroacetic acid (8.00 ml) was added dropwise to a mixture of the compound of Example 40 (4.81 g) and dichloromethane (10 ml) at 25° C., and the mixture was stirred overnight. The reaction solution was diluted with chloroform and neutralized with 1 M aqueous sodium hydroxide solution. The thus-precipitated crystals were collected by filtration, thereby giving 3.85 g of the desired compound. HPLC retention time: 3.36 minutes.